This data is from the Open Reaction Database (ORD), a public repository of structured organic reaction records. The task is: describe an organic reaction: reactants, conditions, products, and yield Reactants: BrC1=C(C=CC(=C1)F)F (2-bromo-1,4-difluorobenzene), C(C)(C)[Mg]Cl (i-PrMgCl), O=C1N(CCCC1)C(=O)OC(C)(C)C (tert-butyl 2-oxopiperidine-1-carboxylate). The solvent is C1CCOC1 (THF). Run at time 1 hour. The product is FC1=C(C=C(C=C1)F)C1(N(CCCC1)C(=O)OC(C)(C)C)O (tert-butyl 2-(2,5-difluorophenyl)-2-hydroxypiperidine-1-carboxylate). As a reaction SMILES: Br[C:2]1[CH:7]=[C:6]([F:8])[CH:5]=[CH:4][C:3]=1[F:9].C([Mg]Cl)(C)C.[O:15]=[C:16]1[CH2:21][CH2:20][CH2:19][CH2:18][N:17]1[C:22]([O:24][C:25]([CH3:28])([CH3:27])[CH3:26])=[O:23]>C1COCC1>[F:9][C:3]1[CH:4]=[CH:5][C:6]([F:8])=[CH:7][C:2]=1[C:16]1([OH:15])[CH2:21][CH2:20][CH2:19][CH2:18][N:17]1[C:22]([O:24][C:25]([CH3:27])([CH3:26])[CH3:28])=[O:23]. Procedure details: To a stirred solution of 2-bromo-1,4-difluorobenzene (5.15 g, 25.9 mmol) in dry THF (77 ml, 15 v) at −78° C. was added i-PrMgCl (2M, 19.5 ml, 38.8 mmol) drop wise and stirred for 1 h at room temperature then cooled again to −78° C. and added tert-butyl 2-oxopiperidine-1-carboxylate (dissolved in dry THF) (6.0 g, 31.0 mmol) drop wise and reaction mixture was stirred for 2 h at room temperature. After completion of reaction, quenched with sat.NH4Cl solution and diluted with ethyl acetate. Organic ... Reactants: C(=O)([O-])[O-].[Cs+].[Cs+] (Cs2CO3), CN1C(=CC=C1)C(=O)NC=1C=C(/C=C/C(=O)OC)C=CC1 (methyl (E) -3- (l-methylpyrrole-2-carboxamido)cinnamate), Cl (HCl). Solvent: O (H2O), CO (MeOH). Yields the product CN1C(=CC=C1)C(=O)NC=1C=C(/C=C/C(=O)O)C=CC1 ((E) -3- (1-methylpyrrole-2-carboxamido)cinnamic acid). Isolated yield 91.3%. Reaction SMILES: C([O-])([O-])=O.[Cs+].[Cs+].[CH3:7][N:8]1[CH:12]=[CH:11][CH:10]=[C:9]1[C:13]([NH:15][C:16]1[CH:17]=[C:18]([CH:25]=[CH:26][CH:27]=1)/[CH:19]=[CH:20]/[C:21]([O:23]C)=[O:22])=[O:14].Cl>O.CO>[CH3:7][N:8]1[CH:12]=[CH:11][CH:10]=[C:9]1[C:13]([NH:15][C:16]1[CH:17]=[C:18]([CH:25]=[CH:26][CH:27]=1)/[CH:19]=[CH:20]/[C:21]([OH:23])=[O:22])=[O:14] |f:0.1.2|. Procedure: A solution of Cs2CO3 (3.26 g) in H2O (2 mL) was diluted with MeOH (8 mL) and ester 10 (0.91 g, 3.2 mmol) was added. The mixture was heated under reflux for 2.5 h then cooled and acidified with 0.5N HCl. The precipitated solid was collected, dried and dissolved in warm EtOAc. The solution was concentrated to a small volume under reduced pressure below 40° C. and then diluted with i-Pr2O to provide (E) -3- (1-methylpyrrole-2-carboxamido)cinnamic acid (11) (0.79 g, 91%) mp 202-204° C. 1H NMR [(CD3)... The reactants are C(C)OC(C1=CC=C(C=C1)OCCOC1=C(C(=C(C=C1)C(C)=O)O)CCC)=O (4-[2-(4-acetyl-3-hydroxy-2-propylphenoxy)ethoxy]-benzoic acid ethyl ester). Run in CO (methanol), [OH-].[Na+] (sodium hydroxide). Yields the product C(C)(=O)C1=C(C(=C(OCCOC2=CC=C(C(=O)O)C=C2)C=C1)CCC)O (4-[2-(4-acetyl-3-hydroxy-2-propylphenoxy)ethoxy]-benzoic acid). Isolated yield 89.9%. RXN SMILES: C([O:3][C:4](=[O:28])[C:5]1[CH:10]=[CH:9][C:8]([O:11][CH2:12][CH2:13][O:14][C:15]2[CH:20]=[CH:19][C:18]([C:21](=[O:23])[CH3:22])=[C:17]([OH:24])[C:16]=2[CH2:25][CH2:26][CH3:27])=[CH:7][CH:6]=1)C>CO.[OH-].[Na+]>[C:21]([C:18]1[CH:19]=[CH:20][C:15]([O:14][CH2:13][CH2:12][O:11][C:8]2[CH:9]=[CH:10][C:5]([C:4]([OH:28])=[O:3])=[CH:6][CH:7]=2)=[C:16]([CH2:25][CH2:26][CH3:27])[C:17]=1[OH:24])(=[O:23])[CH3:22] |f:2.3|. Procedure details: A solution of 1.44 g of 4-[2-(4-acetyl-3-hydroxy-2-propylphenoxy)ethoxy]-benzoic acid ethyl ester in 18 ml of methanol and 18ml of 1N sodium hydroxide was stirred at reflux for 25 minutes. The methanol was removed in vacuo and the aqueous solution was diluted with water. The pH of solution was adjusted to 2.0 with 3N hydrochloric acid. The precipitate was extracted with methanol. The extract was washed with water, dried (over magnesium sulfate) and concentrated in vacuo to a solid which was trea... The reactants are C(Cl)Cl (CH2Cl2), COC1=CC=C(C(C2=CC=C(C=C2)OC)(C2=CC=CC=C2)OCC(CO)(C)CO)C=C1 (1-O-(4,4′-dimethoxytrityl)-2-hydroxymethyl-2-methyl-1,3-propanediol), C(C#C)Br (propargyl bromide), [H-].[Na+] (sodium hydride). Solvent: O (water), C1CCOC1 (THF). Reaction conditions: time 10 minute. Product: COC1=CC=C(C(C2=CC=C(C=C2)OC)(C2=CC=CC=C2)OCC(CO)(C)COCC#C)C=C1 (1-O-(4,4′-dimethoxytrityl)-2-propargyloxymethyl-2-methyl-1,3-propanediol). As a reaction SMILES: [CH3:1][O:2][C:3]1[CH:31]=[CH:30][C:6]([C:7]([O:22][CH2:23][C:24]([CH2:28][OH:29])([CH3:27])[CH2:25][OH:26])([C:16]2[CH:21]=[CH:20][CH:19]=[CH:18][CH:17]=2)[C:8]2[CH:13]=[CH:12][C:11]([O:14][CH3:15])=[CH:10][CH:9]=2)=[CH:5][CH:4]=1.[H-].[Na+].[CH2:34](Br)[C:35]#[CH:36].C(Cl)Cl>C1COCC1.O>[CH3:15][O:14][C:11]1[CH:12]=[CH:13][C:8]([C:7]([O:22][CH2:23][C:24]([CH2:28][O:29][CH2:36][C:35]#[CH:34])([CH3:27])[CH2:25][OH:26])([C:16]2[CH:21]=[CH:20][CH:19]=[CH:18][CH:17]=2)[C:6]2[CH:5]=[CH:4][C:3]([O:2][CH3:1])=[CH:31][CH:30]=2)=[CH:9][CH:10]=1 |f:1.2|. Procedure: 1-O-(4,4′-dimethoxytrityl)-2-hydroxymethyl-2-methyl-1,3-propanediol 16 (620 mg, 1.47 mmol) was dissolved in anhydrous THF (6 mL) and sodium hydride (60% in oil, 590 mg, 14.7 mmol) was added. After 10 min stirring, propargyl bromide (80% in toluene, 650 mL, 5.9 mmol) was added and the mixture was stirred at RT for 1 h. Then CH2Cl2 was added (100 mL) and 2 mL of water. Organic layer was washed with water (2×100 mL) and dried over Na2SO4. After evaporation the residue was purified by flash chromato... Reactants: C(C)(C)(C)OC(=O)C1=CC2=C(CC(O2)COC2=CC=CC=C2)C(=C1)OC(C)C (4-isopropoxy-2-phenoxymethyl-2,3-dihydro-benzofuran-6-carboxylic acid tert-butyl ester), CN1N=C(C=C1)N (1-methyl-3-aminopyrazole). Solvent: O (H2O). The product is CN1N=C(C=C1)NC(=O)C1=CC2=C(CC(O2)COC2=CC=CC=C2)C(=C1)OC(C)C (4-Isopropoxy-2-phenoxymethyl-2,3-dihydro-benzofuran-6-carboxylic acid (1-methyl-1H-pyrazol-3-yl)-amide). RXN SMILES: C(O[C:6]([C:8]1[CH:24]=[C:23]([O:25][CH:26]([CH3:28])[CH3:27])[C:11]2[CH2:12][CH:13]([CH2:15][O:16][C:17]3[CH:22]=[CH:21][CH:20]=[CH:19][CH:18]=3)[O:14][C:10]=2[CH:9]=1)=[O:7])(C)(C)C.[CH3:29][N:30]1[CH:34]=[CH:33][C:32]([NH2:35])=[N:31]1>O>[CH3:29][N:30]1[CH:34]=[CH:33][C:32]([NH:35][C:6]([C:8]2[CH:24]=[C:23]([O:25][CH:26]([CH3:28])[CH3:27])[C:11]3[CH2:12][CH:13]([CH2:15][O:16][C:17]4[CH:18]=[CH:19][CH:20]=[CH:21][CH:22]=4)[O:14][C:10]=3[CH:9]=2)=[O:7])=[N:31]1. Reported procedure: The title compound was prepared in a similar manner as described for Example 200 from 4-isopropoxy-2-phenoxymethyl-2,3-dihydro-benzofuran-6-carboxylic acid tert-butyl ester (214c) and 1-methyl-3-aminopyrazole. 1H NMR (400 MHz, CDCl3) δ 8.69 (s, 1 H) 7.28-7.32 (m, 3 H) 7.05 (s, 1 H) 6.93-7.00 (m, 3 H) 6.89 (s, 1 H) 6.84 (s, 1 H) 5.19-5.27 (m, 1 H) 4.64-4.72 (m, 1 H) 4.20-4.26 (m, 1 H) 4.11 (dd, J=9.98, 4.67 Hz, 1 H) 3.82 (s, 3 H) 3.35 (dd, J=16.42, 9.35 Hz, 1 H) 3.11 (dd, J=16.55, 6.95 Hz, 1 H) 1...